From a dataset of the Open Reaction Database (ORD), a public repository of structured organic reaction records. describe an organic reaction: reactants, conditions, products, and yield Reactants: COC(C1=C(C=CC(=C1)C=1SC=C(N1)C1=CC(=C(C=C1)Cl)Cl)Br)=O (2-bromo-5-[4-(3,4-dichloro-phenyl)-thiazol-2-yl]-benzoic acid methyl ester), COC(C1=C(C=CC(=C1)C=1SC=C(N1)C1=CC(=C(C=C1)Cl)Cl)Br)=O (2-bromo-5-[4-(3,4-dichloro-phenyl)-thiazol-2-yl]-benzoic acid methyl ester), ClC=1C=CC(=C(C1)B(O)O)[N+](=O)[O-] (5-chloro-2-nitrophenylboronic acid). Yields the product ClC=1C=CC(=C(C1)C=1C(=CC(=CC1)C=1SC=C(N1)C1=CC(=C(C=C1)Cl)Cl)C(=O)O)[N+](=O)[O-] (5′-Chloro-4-[4-(3,4-dichloro-phenyl)-thiazol-2-yl]-2′-nitro-biphenyl-2-carboxylic acid). The yield is 7.0%. As a reaction SMILES: C[O:2][C:3](=[O:24])[C:4]1[CH:9]=[C:8]([C:10]2[S:11][CH:12]=[C:13]([C:15]3[CH:20]=[CH:19][C:18]([Cl:21])=[C:17]([Cl:22])[CH:16]=3)[N:14]=2)[CH:7]=[CH:6][C:5]=1Br.[Cl:25][C:26]1[CH:27]=[CH:28][C:29]([N+:35]([O-:37])=[O:36])=[C:30](B(O)O)[CH:31]=1>>[Cl:25][C:26]1[CH:31]=[CH:30][C:29]([N+:35]([O-:37])=[O:36])=[C:28]([C:5]2[C:4]([C:3]([OH:2])=[O:24])=[CH:9][C:8]([C:10]3[S:11][CH:12]=[C:13]([C:15]4[CH:20]=[CH:19][C:18]([Cl:21])=[C:17]([Cl:22])[CH:16]=4)[N:14]=3)=[CH:7][CH:6]=2)[CH:27]=1. Reported procedure: 5′-Chloro-4-[4-(3,4-dichloro-phenyl)-thiazol-2-yl]-2′-nitro-biphenyl-2-carboxylic acid was prepared in 7% yield (for two steps) from 2-bromo-5-[4-(3,4-dichloro-phenyl)-thiazol-2-yl]-benzoic acid methyl ester (which may be prepared as described for Intermediate 6) and 5-chloro-2-nitrophenylboronic acid (available from Combi-Blocks Inc.) using General Procedure A for Suzuki Coupling and Hydrolysis in Parallel Mode. 1H NMR (300 MHz, DMSO-d6) δ 13.29 (br s, 1H), 8.60 (d, J=1.9 Hz, 1H), 8.50 (s, 1H),... Starting materials: CO, [H][H], c1ccc(CN2CCC(N3CCC3)CC2)cc1. Product: C1CN(C2CCNCC2)C1. As a reaction SMILES: [CH3:20][OH:21].[H:18][H:19].[N:1]1([CH:5]2[CH2:6][CH2:7][N:8]([CH2:11][c:12]3[cH:13][cH:14][cH:15][cH:16][cH:17]3)[CH2:9][CH2:10]2)[CH2:2][CH2:3][CH2:4]1>>[N:1]1([CH:5]2[CH2:6][CH2:7][NH:8][CH2:9][CH2:10]2)[CH2:2][CH2:3][CH2:4]1. The reactants are BrC1=NC=CC=C1 (2-bromo-pyridine), C(CCC)[Li] (n-butyllithium), C1COC2(C(CCCC2)=O)O1 (cyclohexanedione monoethylene ketal), C([O-])(O)=O.[Na+] (sodium bicarbonate). Solvent: O1CCCC1 (tetrahydrofuran), O1CCCC1 (tetrahydrofuran). Conditions: temperature -78 celsius, time 10 minute. The product is N1=C(C=CC=C1)C1(CCC2(OCCO2)CC1)O (8-(2-Pyridyl)-1,4-dioxaspiro[4,5]decan-8-ol). Reaction SMILES: Br[C:2]1[CH:7]=[CH:6][CH:5]=[CH:4][N:3]=1.C([Li])CCC.[CH2:13]1[O:23][C:16]2([CH2:21][CH2:20][CH2:19][CH2:18][C:17]2=O)[O:15][CH2:14]1.C(=O)(O)[O-:25].[Na+]>O1CCCC1>[N:3]1[CH:4]=[CH:5][CH:6]=[CH:7][C:2]=1[C:19]1([OH:25])[CH2:20][CH2:21][C:16]2([O:23][CH2:13][CH2:14][O:15]2)[CH2:17][CH2:18]1 |f:3.4|. Reported procedure: To a solution of 2-bromo-pyridine (10 g, 63.3 mmol) in tetrahydrofuran (200 mL) at −78° C. under an argon atmosphere was added a solution of n-butyllithium (26 mL of 2.5N solution, 65 mmol). The solution was stirred at −78° C. for 10 minutes and then a solution of cyclohexanedione monoethylene ketal (10 g, 64 mmol) in tetrahydrofuran(50 mL) was added. The reaction was allowed to warm to room temperature and poured into a saturated solution of sodium bicarbonate (mL) the mixture was extracted wit... Starting materials: BrC=1C=CC(=C(C(=O)O)C1)CC(=O)O (5-Bromo-2-carboxymethyl-benzoic acid), C1(CCCCC1)N=C=NC1CCCCC1 (N,N′-dicyclohexylcarbodiimide). Run in C(C)#N (acetonitrile). The product is BrC1=CC=C2CC(OC(C2=C1)=O)=O (7-Bromo-isochroman-1,3-dione). As a reaction SMILES: [Br:1][C:2]1[CH:3]=[CH:4][C:5]([CH2:11][C:12]([OH:14])=[O:13])=[C:6]([CH:10]=1)[C:7]([OH:9])=O.C1(N=C=NC2CCCCC2)CCCCC1>C(#N)C>[Br:1][C:2]1[CH:10]=[C:6]2[C:5]([CH2:11][C:12](=[O:13])[O:14][C:7]2=[O:9])=[CH:4][CH:3]=1. Reported procedure: To the title compound of 16A in acetonitrile (CH3CN, 60 ml) was added N,N′-dicyclohexylcarbodiimide (DCC, 5.8 g, 28.2 mmol). The reaction mixture was stirred at ambient temperature overnight. After filtration, the filtrate was evaporated to give the title compound of 16B as a yellow solid (96.32 g, 98.7% yield). The product is Cl.C(=O)(O)C(C)(C)O\N=C(/C(=O)Cl)\C=1N=C(SC1)N ((Z)-2-(2-carboxyprop-2-oxyimino)-2-(2-aminothiazol-4-yl)acetylchloride monohydrochloride). Reported procedure: After cooling down a mixture of 2,000 ml of dichloromethane and 2,000 ml of diethyl ether to a temperature of 0° C. to 5° C., 55 ml of phosphorus oxychloride and 38 ml of N,N-dimethylformamide were sequentially added dropwise thereto. At the same temperature, the solution was stirred for 30 minutes, and 100 g of (Z)-2-(2-t-butoxycarbonylprop-2-oxyimino)-2-(2-aminothiazol-4-yl)acetic acid was then added thereto, followed by further stirring the resulting solution for one hour. After cooling down ... Run at time 30 minute. Yield: 86.0%. The solvent is CN(C=O)C (N,N-dimethylformamide), C(C)OCC (diethyl ether). The reactants are ClCCl (dichloromethane), P(=O)(Cl)(Cl)Cl (phosphorus oxychloride), Cl (hydrochloric acid), C(C)(C)(C)OC(=O)C(C)(C)O\N=C(/C(=O)O)\C=1N=C(SC1)N ((Z)-2-(2-t-butoxycarbonylprop-2-oxyimino)-2-(2-aminothiazol-4-yl)acetic acid). As a reaction SMILES: [Cl:1]CCl.P(Cl)(Cl)([Cl:6])=O.C([O:13][C:14]([C:16]([O:19]/[N:20]=[C:21](/[C:25]1[N:26]=[C:27]([NH2:30])[S:28][CH:29]=1)\[C:22](O)=[O:23])([CH3:18])[CH3:17])=[O:15])(C)(C)C.Cl>CN(C)C=O.C(OCC)C>[ClH:1].[C:14]([C:16]([O:19]/[N:20]=[C:21](/[C:25]1[N:26]=[C:27]([NH2:30])[S:28][CH:29]=1)\[C:22]([Cl:6])=[O:23])([CH3:18])[CH3:17])([OH:13])=[O:15] |f:6.7|.